Dataset: the Open Reaction Database (ORD), a public repository of structured organic reaction records. Task: describe an organic reaction: reactants, conditions, products, and yield The reactants are CC(=O)Nc1nonc1-c1cccnc1, CC(C)=O, CI. Product: CC(=O)Nc1nonc1-c1ccc[n+](C)c1, [I-]. Reaction SMILES: [C:3]([CH3:4])(=[O:5])[NH:6][c:7]1[c:8](-[c:12]2[cH:13][n:14][cH:15][cH:16][cH:17]2)[n:9][o:10][n:11]1.[CH3:18][C:19](=[O:20])[CH3:21].[CH3:1][I:2]>>[CH3:1][n+:14]1[cH:13][c:12](-[c:8]2[c:7]([NH:6][C:3]([CH3:4])=[O:5])[n:11][o:10][n:9]2)[cH:17][cH:16][cH:15]1.[I-:2]. The reactants are N1C=CC=2C(=CC=CC12)C(=O)O (1H-indole-4-carboxylic acid), Cl.NC(=O)NCC1=CC=C(C=C1)CNC([C@H](N)CCCNC(=N[N+](=O)[O-])N)=O ((R)-N-[[4-(aminocarbonylaminomethyl)phenyl]methyl]-N5 -[amino(nitroimino)methyl]-ornithinamide-hydrochloride), CN(C)C(=[N+](C)C)ON1C2=C(C=CC=C2)N=N1.[B-](F)(F)(F)F (TBTU). The product is NC(=O)NCC1=CC=C(C=C1)CNC([C@H](NC(=O)C1=C2C=CNC2=CC=C1)CCCNC(=N[N+](=O)[O-])N)=O ((R)-N-[[4-(Aminocarbonylaminomethyl)phenyl]methyl]-N5 -[amino(nitroimino)methyl]-N2 -[(1H-indol-4-yl)carbonyl]ornithinamide). Isolated yield 82.0%. Reaction SMILES: [NH:1]1[C:9]2[CH:8]=[CH:7][CH:6]=[C:5]([C:10]([OH:12])=O)[C:4]=2[CH:3]=[CH:2]1.Cl.[NH2:14][C:15]([NH:17][CH2:18][C:19]1[CH:24]=[CH:23][C:22]([CH2:25][NH:26][C:27](=[O:40])[C@@H:28]([CH2:30][CH2:31][CH2:32][NH:33][C:34]([NH2:39])=[N:35][N+:36]([O-:38])=[O:37])[NH2:29])=[CH:21][CH:20]=1)=[O:16].CN(C(ON1N=NC2C=CC=CC1=2)=[N+](C)C)C.[B-](F)(F)(F)F>>[NH2:14][C:15]([NH:17][CH2:18][C:19]1[CH:20]=[CH:21][C:22]([CH2:25][NH:26][C:27](=[O:40])[C@@H:28]([CH2:30][CH2:31][CH2:32][NH:33][C:34]([NH2:39])=[N:35][N+:36]([O-:38])=[O:37])[NH:29][C:10]([C:5]2[CH:6]=[CH:7][CH:8]=[C:9]3[C:4]=2[CH:3]=[CH:2][NH:1]3)=[O:12])=[CH:23][CH:24]=1)=[O:16] |f:1.2,3.4|. Procedure details: Prepared analogously to Example 69a) from 1H-indole-4-carboxylic acid, (R)-N-[[4-(aminocarbonylaminomethyl)phenyl]methyl]-N5 -[amino(nitroimino)methyl]-ornithinamide-hydrochloride and TBTU in a yield of 82% of theory. Starting materials: CC(Cl)Cl, O=P(Cl)(Cl)Cl, O=c1[nH]nc(-c2cccs2)c2sccc12. Yields the product Clc1nnc(-c2cccs2)c2sccc12. As a reaction SMILES: [Cl:21][CH:22]([Cl:23])[CH3:24].[P:16]([Cl:17])([Cl:18])([Cl:19])=[O:20].[s:1]1[c:2](-[c:6]2[n:7][nH:8][c:9](=[O:15])[c:10]3[c:11]2[s:12][cH:13][cH:14]3)[cH:3][cH:4][cH:5]1>>[s:1]1[c:2](-[c:6]2[n:7][n:8][c:9]([Cl:18])[c:10]3[c:11]2[s:12][cH:13][cH:14]3)[cH:3][cH:4][cH:5]1. The reactants are CCOC(=O)C (EtOAc), BrCC1=C(C(=O)OC)C=CC=C1 (methyl 2-(bromomethyl)benzoate), C([O-])([O-])=O.[K+].[K+] (dipotassium carbonate), C(C)N(C(COC1=CC=C(C=C1)O)=O)CC1=C(C=CC=C1)F (N-Ethyl-N-(2-fluorobenzyl)-2-(4-hydroxyphenoxy)acetamide). The solvent is C(C)#N (acetonitrile). Conditions: temperature 60 celsius, time 2 hour. Yields the product C(C)N(C(COC1=CC=C(OCC2=C(C(=O)OC)C=CC=C2)C=C1)=O)CC1=C(C=CC=C1)F (methyl 2-[(4-{2-[ethyl(2-fluorobenzyl)amino]-2-oxoethoxy}phenoxy)methyl]benzoate). Isolated yield 91.5%. As a reaction SMILES: [CH2:1]([N:3]([CH2:15][C:16]1[CH:21]=[CH:20][CH:19]=[CH:18][C:17]=1[F:22])[C:4](=[O:14])[CH2:5][O:6][C:7]1[CH:12]=[CH:11][C:10]([OH:13])=[CH:9][CH:8]=1)[CH3:2].Br[CH2:24][C:25]1[CH:34]=[CH:33][CH:32]=[CH:31][C:26]=1[C:27]([O:29][CH3:30])=[O:28].C(=O)([O-])[O-].[K+].[K+].CCOC(C)=O>C(#N)C>[CH2:1]([N:3]([CH2:15][C:16]1[CH:21]=[CH:20][CH:19]=[CH:18][C:17]=1[F:22])[C:4](=[O:14])[CH2:5][O:6][C:7]1[CH:8]=[CH:9][C:10]([O:13][CH2:24][C:25]2[CH:34]=[CH:33][CH:32]=[CH:31][C:26]=2[C:27]([O:29][CH3:30])=[O:28])=[CH:11][CH:12]=1)[CH3:2] |f:2.3.4|. Reported procedure: N-Ethyl-N-(2-fluorobenzyl)-2-(4-hydroxyphenoxy)acetamide (0.177 g, 0.586 mmol) was dissolved in acetonitrile (10 ml), methyl 2-(bromomethyl)benzoate (0.147 g, 0.642 mmol) and dipotassium carbonate (0.161 g, 1.167 mmol) were added. The solution was stirred for 2 hours at 60° C. EtOAc (20 ml) was added and the organic phase was washed with two portions of brine (2×20 ml, aq). The organic layer was dried (MgSO4) and the solvent was removed by evaporation. The crude was purified by preparative HPLC ...